Dataset: the Open Reaction Database (ORD), a public repository of structured organic reaction records. Task: describe an organic reaction: reactants, conditions, products, and yield The reactants are C, C1=CCCCC1, CO, Cn1nc(-c2ccc(F)cc2)c(-c2ccncc2)c1CCCc1ccc([N+](=O)[O-])cc1, [Pd]. Yields the product Cn1nc(-c2ccc(F)cc2)c(-c2ccncc2)c1CCCc1ccc(N)cc1. RXN SMILES: [C:40].[CH2:32]1[CH2:33][CH:34]=[CH:35][CH2:36][CH2:37]1.[CH3:38][OH:39].[N+:1]([O-:2])(=[O:3])[c:4]1[cH:5][cH:6][c:7]([CH2:10][CH2:11][CH2:12][c:13]2[c:14](-[c:26]3[cH:27][cH:28][n:29][cH:30][cH:31]3)[c:15](-[c:19]3[cH:20][cH:21][c:22]([F:25])[cH:23][cH:24]3)[n:16][n:17]2[CH3:18])[cH:8][cH:9]1.[Pd:41]>>[NH2:1][c:4]1[cH:5][cH:6][c:7]([CH2:10][CH2:11][CH2:12][c:13]2[c:14](-[c:26]3[cH:27][cH:28][n:29][cH:30][cH:31]3)[c:15](-[c:19]3[cH:20][cH:21][c:22]([F:25])[cH:23][cH:24]3)[n:16][n:17]2[CH3:18])[cH:8][cH:9]1. Reactants: CC(C)C(=O)Nc1cccc(C2CCNCC2)c1, CC(CCl)COc1cc(F)c(F)cc1F. The product is CC(COc1cc(F)c(F)cc1F)CN1CCC(c2cccc(NC(=O)C(C)C)c2)CC1. RXN SMILES: [CH3:16][CH:17]([C:18](=[O:19])[NH:20][c:21]1[cH:22][c:23]([CH:27]2[CH2:28][CH2:29][NH:30][CH2:31][CH2:32]2)[cH:24][cH:25][cH:26]1)[CH3:33].[Cl:1][CH2:2][CH:3]([CH2:4][O:5][c:6]1[c:7]([F:14])[cH:8][c:9]([F:13])[c:10]([F:12])[cH:11]1)[CH3:15]>>[CH2:2]([CH:3]([CH2:4][O:5][c:6]1[c:7]([F:14])[cH:8][c:9]([F:13])[c:10]([F:12])[cH:11]1)[CH3:15])[N:30]1[CH2:29][CH2:28][CH:27]([c:23]2[cH:22][c:21]([NH:20][C:18]([CH:17]([CH3:16])[CH3:33])=[O:19])[cH:26][cH:25][cH:24]2)[CH2:32][CH2:31]1. Procedure: A solution of 32.00 g of 2-dimethylaminomethylcycloheptanone in 190 ml of absolute diethyl ether was added dropwise at 20° C., with stirring, to a freshly prepared solution of the Grignard reagent comprising 6.17 g of magnesium turnings and 40.50 g of 4-chlorobenzyl chloride in 500 ml of absolute diethyl ether. When the addition was complete, stirring was continued for a further 2 hours at 20° C. Decomposition was then effected, while cooling with ice, by the dropwise addition of 100 ml of a sat... RXN SMILES: [CH3:1][N:2]([CH2:4][CH:5]1[CH2:11][CH2:10][CH2:9][CH2:8][CH2:7][C:6]1=[O:12])[CH3:3].[Mg].[Cl:14][C:15]1[CH:22]=[CH:21][C:18]([CH2:19]Cl)=[CH:17][CH:16]=1.[Cl-].[NH4+]>C(OCC)C.O>[Cl:14][C:15]1[CH:22]=[CH:21][C:18]([CH2:19][C:6]2([OH:12])[CH2:7][CH2:8][CH2:9][CH2:10][CH2:11][CH:5]2[CH2:4][N:2]([CH3:1])[CH3:3])=[CH:17][CH:16]=1 |f:3.4|. The reactants are [Cl-].[NH4+] (ammonium chloride), CN(C)CC1C(CCCCC1)=O (2-dimethylaminomethylcycloheptanone), Grignard reagent, [Mg] (magnesium), ClC1=CC=C(CCl)C=C1 (4-chlorobenzyl chloride). Isolated yield 71.0%. Run at time 2 hour. The solvent is O (water), C(C)OCC (diethyl ether), C(C)OCC (diethyl ether). The product is ClC1=CC=C(CC2(C(CCCCC2)CN(C)C)O)C=C1 (1-(4-Chlorobenzyl)-2-dimethylaminomethyl-cycloheptanol).